Dataset: the Open Reaction Database (ORD), a public repository of structured organic reaction records. Task: describe an organic reaction: reactants, conditions, products, and yield The reactants are C1CNCCN1, CC(C)Nc1nccnc1Cl, Cl, Cc1ccccc1C. Reaction SMILES: [CH2:12]1[CH2:13][NH:14][CH2:15][CH2:16][NH:17]1.[Cl:1][c:2]1[n:3][cH:4][cH:5][n:6][c:7]1[NH:8][CH:9]([CH3:10])[CH3:11].[ClH:26].[c:18]1([CH3:19])[c:20]([CH3:21])[cH:22][cH:23][cH:24][cH:25]1>>[c:2]1([N:14]2[CH2:13][CH2:12][NH:17][CH2:16][CH2:15]2)[n:3][cH:4][cH:5][n:6][c:7]1[NH:8][CH:9]([CH3:10])[CH3:11]. The product is CC(C)Nc1nccnc1N1CCNCC1. Reported procedure: The title compound was prepared from 1-Chloro-4-methyl-2-nitro-benzene (2.00 g, 11.7 mmol), 2,5-Dimethyl-furan-3-thiol (1.50 g, 11.7 mmol), and K2CO3 (3.233 g, 23.4 mmol) heated in DMF at 100° C. for 4 hrs. Reaction mixture was then cooled to room temperature and diluted with water and extracted with ethyl acetate. Dried over Na2SO4, filtered and concentrated under vacuum giving the title compound (3.5 g, 85%). Isolated yield 113.6%. Reaction SMILES: Cl[C:2]1[CH:7]=[CH:6][C:5]([CH3:8])=[CH:4][C:3]=1[N+:9]([O-:11])=[O:10].[CH3:12][C:13]1[O:14][C:15]([CH3:19])=[CH:16][C:17]=1[SH:18].C([O-])([O-])=O.[K+].[K+]>CN(C=O)C.O>[CH3:12][C:13]1[O:14][C:15]([CH3:19])=[CH:16][C:17]=1[S:18][C:2]1[CH:7]=[CH:6][C:5]([CH3:8])=[CH:4][C:3]=1[N+:9]([O-:11])=[O:10] |f:2.3.4|. Product: CC=1OC(=CC1SC1=C(C=C(C=C1)C)[N+](=O)[O-])C (2,5-Dimethyl-3-(4-methyl-2-nitro-phenylsulfanyl)-furan). The solvent is CN(C)C=O (DMF), O (water). Reactants: ClC1=C(C=C(C=C1)C)[N+](=O)[O-] (1-Chloro-4-methyl-2-nitro-benzene), CC=1OC(=CC1S)C (2,5-Dimethyl-furan-3-thiol), C(=O)([O-])[O-].[K+].[K+] (K2CO3). Starting materials: FC1=C(C=2C=NN(C2C=C1)C1=CC(=C(C=C1)OCC1=CC=CC=C1)F)O (5-fluoro-1-{3-fluoro-4-[(phenylmethyl)oxy]phenyl}-1H-indazol-4-ol). The reagents and catalysts are [Pd] (palladium on carbon). The solvent is C(C)O (ethanol). The product is FC1=C(C=2C=NN(C2C=C1)C1=CC(=C(C=C1)O)F)O (5-Fluoro-1-(3-fluoro-4-hydroxyphenyl)-1H-indazol-4-ol), solid. As a reaction SMILES: [F:1][C:2]1[CH:10]=[CH:9][C:8]2[N:7]([C:11]3[CH:16]=[CH:15][C:14]([O:17]CC4C=CC=CC=4)=[C:13]([F:25])[CH:12]=3)[N:6]=[CH:5][C:4]=2[C:3]=1[OH:26]>C(O)C.[Pd]>[F:1][C:2]1[CH:10]=[CH:9][C:8]2[N:7]([C:11]3[CH:16]=[CH:15][C:14]([OH:17])=[C:13]([F:25])[CH:12]=3)[N:6]=[CH:5][C:4]=2[C:3]=1[OH:26]. Procedure details: A solution of 5-fluoro-1-{3-fluoro-4-[(phenylmethyl)oxy]phenyl}-1H-indazol-4-ol (D17) (610 mg, 1.731 mmol) in ethanol (20 mL) was hydrogenated with 10% palladium on carbon (0.25 g, 2.349 mmol) at room temperature for 2 hrs. The mixture was filtered, concentrated and chromatographed (0-100% EtOAc in hexane) to give the title compound (E10) as an off white solid (290 mg) Reactants: BrCCCON1C(CC2(CCCC2)CC1=O)=O (8-(3-bromopropyloxy)-8-azaspiro[4.5]decan-7,9-dione), Cl.ClC=1C=C(C=CC1)N1CCNCC1 (1-(3-chlorophenyl)piperazine hydrochloride). Run in CCN(CC)CC (Et3N). Reaction conditions: time 1 hour. The product is O.Cl.ClC=1C=C(C=CC1)N1CCN(CC1)CCCON1C(CC2(CCCC2)CC1=O)=O.ClC=1C=C(C=CC1)N1CCN(CC1)CCCON1C(CC2(CCCC2)CC1=O)=O.Cl (8-[3-[4-(3-Chlorophenyl)-1-piperazinyl]propyloxy]-8-azaspiro[4.5]decan-7,9-dione hydrochloride hemihydrate). As a reaction SMILES: Br[CH2:2][CH2:3][CH2:4][O:5][N:6]1[C:15](=[O:16])[CH2:14][C:9]2([CH2:13][CH2:12][CH2:11][CH2:10]2)[CH2:8][C:7]1=[O:17].[ClH:18].[Cl:19][C:20]1[CH:21]=[C:22]([N:26]2[CH2:31][CH2:30][NH:29][CH2:28][CH2:27]2)[CH:23]=[CH:24][CH:25]=1>CCN(CC)CC>[OH2:5].[ClH:19].[Cl:19][C:20]1[CH:21]=[C:22]([N:26]2[CH2:31][CH2:30][N:29]([CH2:2][CH2:3][CH2:4][O:5][N:6]3[C:15](=[O:16])[CH2:14][C:9]4([CH2:13][CH2:12][CH2:11][CH2:10]4)[CH2:8][C:7]3=[O:17])[CH2:28][CH2:27]2)[CH:23]=[CH:24][CH:25]=1.[Cl:19][C:20]1[CH:21]=[C:22]([N:26]2[CH2:31][CH2:30][N:29]([CH2:2][CH2:3][CH2:4][O:5][N:6]3[C:15](=[O:16])[CH2:14][C:9]4([CH2:13][CH2:12][CH2:11][CH2:10]4)[CH2:8][C:7]3=[O:17])[CH2:28][CH2:27]2)[CH:23]=[CH:24][CH:25]=1.[ClH:18] |f:1.2,4.5.6.7.8|. Reported procedure: A solution of 8-(3-bromopropyloxy)-8-azaspiro[4.5]decan-7,9-dione (4.0 g) and 1-(3-chlorophenyl)piperazine hydrochloride (3.06 g) in 50 ml of Et3N was heated to reflux with stirring under N2. After 1 hour TLC (thin layer chromatography) showed the absence of starting material. The excess Et3N was removed in vacuo and the residue chromatographed on silica using ethyl acetate as the eluent. Fractions containing the desired product were combined and concentrated in vacuo. Starting materials: BrC=1C=C(C#N)C=C(C1O)Br (3,5-dibromo-4-hydroxybenzonitrile), [Cl-].[Na+] (sodium chloride), O (water), C(CCCCCCC)(=O)Cl (octanoyl chloride). The reagents and catalysts are [Cl-].C(C1=CC=CC=C1)[N+](CCCC)(CCCC)CCCC (benzyltributyl ammonium chloride). Solvent: C1(=CC=CC=C1)C (toluene), C1(=CC=CC=C1)C (Toluene). Conditions: time 15 minute. The product is C(CCCCCCC)(=O)OC1=C(C=C(C=C1Br)C#N)Br (2,6-dibromo-4-cyanophenyl octanoate). The yield is 99.4%. Reaction SMILES: [Br:1][C:2]1[CH:3]=[C:4]([CH:7]=[C:8]([Br:11])[C:9]=1[OH:10])[C:5]#[N:6].[Cl-].[Na+].O.[C:15](Cl)(=[O:23])[CH2:16][CH2:17][CH2:18][CH2:19][CH2:20][CH2:21][CH3:22]>[Cl-].C([N+](CCCC)(CCCC)CCCC)C1C=CC=CC=1.C1(C)C=CC=CC=1>[C:15]([O:10][C:9]1[C:2]([Br:1])=[CH:3][C:4]([C:5]#[N:6])=[CH:7][C:8]=1[Br:11])(=[O:23])[CH2:16][CH2:17][CH2:18][CH2:19][CH2:20][CH2:21][CH3:22] |f:1.2,5.6|. Procedure: A mixture of 3,5-dibromo-4-hydroxybenzonitrile (27.69 g) sodium hydroxide (4.08 g), sodium chloride (43.4 g) and water (125 ml) was stirred at room temperature for 15 minutes. Toluene (30 ml) and benzyltributyl ammonium chloride (1.57 g) was added, and a solution of octanoyl chloride (17.06 g) in toluene (30 ml) was slowly added to the stirred mixture over a half an hour while the temperature was maintained at 20° C. After addition was completed, the mixture was stirred for 1 hour and the phases... The reactants are CCc1ccc(Cl)c(CC)c1N, O=[N+]([O-])O, O=S(=O)(O)O. The product is CCc1c(Cl)cc([N+](=O)[O-])c(CC)c1N. As a reaction SMILES: [Cl:1][c:2]1[c:3]([CH2:11][CH3:12])[c:4]([NH2:10])[c:5]([CH2:8][CH3:9])[cH:6][cH:7]1.[OH:13][N+:14]([O-:15])=[O:16].[S:17](=[O:18])(=[O:19])([OH:20])[OH:21]>>[Cl:1][c:2]1[c:3]([CH2:11][CH3:12])[c:4]([NH2:10])[c:5]([CH2:8][CH3:9])[c:6]([N+:14](=[O:13])[O-:15])[cH:7]1. Reactants: C=CCN(C)CC(C)O, Cc1ccc(Oc2ccc(Nc3ncnc4cccc(F)c34)cc2C)cn1. The product is C=CCN(C)CC(C)Oc1cccc2ncnc(Nc3ccc(Oc4ccc(C)nc4)c(C)c3)c12. Reaction SMILES: [CH2:1]([CH:2]=[CH2:3])[N:4]([CH2:5][CH:6]([CH3:7])[OH:8])[CH3:9].[F:10][c:11]1[c:12]2[c:13]([NH:21][c:22]3[cH:23][c:24]([CH3:36])[c:25]([O:28][c:29]4[cH:30][n:31][c:32]([CH3:35])[cH:33][cH:34]4)[cH:26][cH:27]3)[n:14][cH:15][n:16][c:17]2[cH:18][cH:19][cH:20]1>>[CH2:1]([CH:2]=[CH2:3])[N:4]([CH2:5][CH:6]([CH3:7])[O:8][c:11]1[c:12]2[c:13]([NH:21][c:22]3[cH:23][c:24]([CH3:36])[c:25]([O:28][c:29]4[cH:30][n:31][c:32]([CH3:35])[cH:33][cH:34]4)[cH:26][cH:27]3)[n:14][cH:15][n:16][c:17]2[cH:18][cH:19][cH:20]1)[CH3:9].